Dataset: the Open Reaction Database (ORD), a public repository of structured organic reaction records. Task: describe an organic reaction: reactants, conditions, products, and yield Starting materials: CC1=C(C=C(C=C1)C=1OC(=NN1)C)C1=CC=C(C=C1)C(=O)O (2′-methyl-5′-(5-methyl-1,3,4-oxadiazol-2-yl)-1,1′-biphenyl-4-carboxylic acid), NC=1C=C(CNC(=O)NC2=CC=CC=C2)C=CC1 (N-(3-aminobenzyl)-N′-phenylurea). Product: CC1=C(C=C(C=C1)C=1OC(=NN1)C)C1=CC=C(C=C1)C(=O)NC1=CC(=CC=C1)CNC(=O)NC1=CC=CC=C1 (2′-Methyl-5′-(5-methyl-1,3,4-oxadiazol-2-yl)-N-{3-[(3-phenylureido)methyl]phenyl}-1,1′-biphenyl-4-carboxamide). As a reaction SMILES: [CH3:1][C:2]1[CH:7]=[CH:6][C:5]([C:8]2[O:9][C:10]([CH3:13])=[N:11][N:12]=2)=[CH:4][C:3]=1[C:14]1[CH:19]=[CH:18][C:17]([C:20](O)=[O:21])=[CH:16][CH:15]=1.[NH2:23][C:24]1[CH:25]=[C:26]([CH:38]=[CH:39][CH:40]=1)[CH2:27][NH:28][C:29]([NH:31][C:32]1[CH:37]=[CH:36][CH:35]=[CH:34][CH:33]=1)=[O:30]>>[CH3:1][C:2]1[CH:7]=[CH:6][C:5]([C:8]2[O:9][C:10]([CH3:13])=[N:11][N:12]=2)=[CH:4][C:3]=1[C:14]1[CH:15]=[CH:16][C:17]([C:20]([NH:23][C:24]2[CH:40]=[CH:39][CH:38]=[C:26]([CH2:27][NH:28][C:29]([NH:31][C:32]3[CH:37]=[CH:36][CH:35]=[CH:34][CH:33]=3)=[O:30])[CH:25]=2)=[O:21])=[CH:18][CH:19]=1. Procedure details: 2′-Methyl-5′-(5-methyl-1,3,4-oxadiazol-2-yl)-N-{3-[(3-phenylureido)methyl]phenyl}-1,1′-biphenyl-4-carboxamide was prepared from 2′-methyl-5′-(5-methyl-1,3,4-oxadiazol-2-yl)-1,1′-biphenyl-4-carboxylic acid and N-(3-aminobenzyl)-N′-phenylurea using method J. NMR; δH [2H6]—DMSO 10.36,(1H, b), 8.57,(1H, s), 8.06,(2H, d), 7.90,(1H, dd), 7.78,(2H, m), 7.69,(1H, dd), 7.57,(3H, m), 7.39,(3H, m), 7.21,(2H, m), 7.05,(1H, d), 6.62,(1H, t), 4.31,(2H, d), 2.57,(3H, s), 2.33,(3H, s). LCMS; retention time 3.55... The reactants are CN1C=CC=2C(=CC=CC12)N (1-methyl-1H-indol-4-amine), C(C=1C(O)=CC=CC1)(=O)O (salicylic acid), C1(CCCCC1)N=C=NC1CCCCC1 (dicyclohexylcarbodiimide), C(C=1C(O)=CC=CC1)(=O)O (salicylic acid), C1(CCCCC1)N=C=NC1CCCCC1 (dicyclohexylcarbodiimide). Solvent: O1CCCC1 (tetrahydrofuran). The product is OC1=C(C(=O)NC2=C3C=CN(C3=CC=C2)C)C=CC=C1 (2-hydroxy-N-(1-methyl-1H-indol-4-yl)benzamide). Yield: 60.7%. As a reaction SMILES: [CH3:1][N:2]1[C:10]2[CH:9]=[CH:8][CH:7]=[C:6]([NH2:11])[C:5]=2[CH:4]=[CH:3]1.[C:12](O)(=[O:20])[C:13]1[C:14](=[CH:16][CH:17]=[CH:18][CH:19]=1)[OH:15].C1(N=C=NC2CCCCC2)CCCCC1>O1CCCC1>[OH:15][C:14]1[CH:16]=[CH:17][CH:18]=[CH:19][C:13]=1[C:12]([NH:11][C:6]1[CH:7]=[CH:8][CH:9]=[C:10]2[C:5]=1[CH:4]=[CH:3][N:2]2[CH3:1])=[O:20]. Procedure details: A solution of 5 g of 1-methyl-1H-indol-4-amine [prepared according to Ley (J. Chem. Soc. Chem. Com. (1982) p. 1356], 4.7 g of salicylic acid and 7 g of dicyclohexylcarbodiimide in 80 ml of tetrahydrofuran was refluxed for 24 hours and 20% of salicylic acid and of dicyclohexylcarbodiimide were added after 5 hours of refluxing. The mixture was filtered and the filtrate was evaporated under reduced pressure. The residue was purified by chromatography over silica (eluant: methylene chloride) to obta... Starting materials: BrCCCC(=O)Cl (4-Bromobutanoyl chloride), CCN(C(C)C)C(C)C (DIPEA), Cl.CNOC (N,O-dimethylhydroxylamine hydrochloride). Run in C(Cl)Cl (DCM), C(Cl)Cl (DCM), C(Cl)Cl (DCM). Reaction conditions: time 16 hour. Product: BrCCCC(=O)N(C)OC (4-Bromo-N-methoxy-N-methylbutanamide). As a reaction SMILES: [Br:1][CH2:2][CH2:3][CH2:4][C:5](Cl)=[O:6].CCN(C(C)C)C(C)C.Cl.[CH3:18][NH:19][O:20][CH3:21]>C(Cl)Cl>[Br:1][CH2:2][CH2:3][CH2:4][C:5]([N:19]([O:20][CH3:21])[CH3:18])=[O:6] |f:2.3|. Procedure: 4-Bromobutanoyl chloride (5.62 ml, 48.5 mmol) in DCM (64 ml) was added slowly to a solution of DIPEA (17.80 ml, 102 mmol) and N,O-dimethylhydroxylamine hydrochloride (4.97 g, 51.0 mmol) in DCM (32 ml) at 0° C. The mixture was stirred at room temperature for 16 hours then diluted with DCM (50 ml). The mixture was washed with 1M HCl(aq) (2×50 ml) and saturated NaHCO3(aq) (2×50 ml). The organic phase was passed through a hydrophobic frit and evaporated under vacuum. Purification by chromatography o... The reactants are B(OC)(OC)OC (trimethyl borate), OO (hydrogen peroxide), C(CCC)[Li] (n-butyl lithium), CCCCCC (hexane), BrC1=C(N(C2=CC=C(C=C12)OCC1=CC=CC=C1)C)C(=O)OC(C)(C)C (1,1-dimethylethyl 3-bromo-1-methyl-5-(phenylmethoxy)-1H-indole-2-carboxylate), peroxide. Run in O1CCCC1 (tetrahydrofuran), O (water), C(C)(=O)O (acetic acid), O1CCCC1 (tetrahydrofuran), O (water). Conditions: time 1 hour. Product: OC1=C(N(C2=CC=C(C=C12)OCC1=CC=CC=C1)C)C(=O)OC(C)(C)C (1,1-Dimethylethyl 3-hydroxy-1-methyl-5-(phenylmethoxy)-1H-indole-2-carboxylate). Yield: 51.6%. As a reaction SMILES: Br[C:2]1[C:10]2[C:5](=[CH:6][CH:7]=[C:8]([O:11][CH2:12][C:13]3[CH:18]=[CH:17][CH:16]=[CH:15][CH:14]=3)[CH:9]=2)[N:4]([CH3:19])[C:3]=1[C:20]([O:22][C:23]([CH3:26])([CH3:25])[CH3:24])=[O:21].C([Li])CCC.CCCCCC.B(OC)(OC)[O:39]C.OO>O1CCCC1.O.C(O)(=O)C>[OH:39][C:2]1[C:10]2[C:5](=[CH:6][CH:7]=[C:8]([O:11][CH2:12][C:13]3[CH:18]=[CH:17][CH:16]=[CH:15][CH:14]=3)[CH:9]=2)[N:4]([CH3:19])[C:3]=1[C:20]([O:22][C:23]([CH3:26])([CH3:25])[CH3:24])=[O:21]. Procedure details: A solution of 1,1-dimethylethyl 3-bromo-1-methyl-5-(phenylmethoxy)-1H-indole-2-carboxylate (18.6 g, 45 mmol) in 200 mL of tetrahydrofuran is cooled to -78° C. in a dry ice-acetone bath and treated dropwise with a solution of 1.6M n-butyl lithium in hexane (29 mL, 46 mmol). After 15 minutes a solution of trimethyl borate (5.2 mL, 4.8 g, 46 mmol) in 25 mL of tetrahydrofuran is added dropwise. The mixture is stirred for 1 hour, and 4.0 mL of acetic acid is slowly added. The mixture is stirred for a...